From a dataset of the Open Reaction Database (ORD), a public repository of structured organic reaction records. describe an organic reaction: reactants, conditions, products, and yield Starting materials: C(C)(C)(C)OC(NC(CC1=CC2=CN(N=C2C(=C1)C)COCC[Si](C)(C)C)C=1NC=CN1)=O (tert-Butyl-1-(1H-imidazol-2-yl)-2-(7-methyl-2-[{2-[trimethylsilyl]ethoxy}methyl]-2H-indazol-5-yl)ethylcarbamate), FC1=C(C=CC=C1)[N+](=O)[O-] (1-fluoro-2-nitrobenzene), C([O-])([O-])=O.[K+].[K+] (potassium carbonate). Run in C(C)#N (acetonitrile). Run at temperature 125 celsius. Product: CC1=CC(=CC2=CN(N=C12)COCC[Si](C)(C)C)CC(C=1N(C=CN1)C1=C(C=CC=C1)[N+](=O)[O-])NC(OC(C)(C)C)=O ((±)-tert-Butyl 2-(7-methyl-2-((2-(trimethylsilyl)ethoxy)methyl)-2H-indazol-5-yl)-1-(1-(2-nitrophenyl)-1H-imidazol-2-yl)ethylcarbamate). As a reaction SMILES: [C:1]([O:5][C:6](=[O:33])[NH:7][CH:8]([C:28]1[NH:29][CH:30]=[CH:31][N:32]=1)[CH2:9][C:10]1[CH:18]=[C:17]([CH3:19])[C:16]2[C:12](=[CH:13][N:14]([CH2:20][O:21][CH2:22][CH2:23][Si:24]([CH3:27])([CH3:26])[CH3:25])[N:15]=2)[CH:11]=1)([CH3:4])([CH3:3])[CH3:2].F[C:35]1[CH:40]=[CH:39][CH:38]=[CH:37][C:36]=1[N+:41]([O-:43])=[O:42].C(=O)([O-])[O-].[K+].[K+]>C(#N)C>[CH3:19][C:17]1[C:16]2[C:12](=[CH:13][N:14]([CH2:20][O:21][CH2:22][CH2:23][Si:24]([CH3:25])([CH3:27])[CH3:26])[N:15]=2)[CH:11]=[C:10]([CH2:9][CH:8]([NH:7][C:6](=[O:33])[O:5][C:1]([CH3:4])([CH3:2])[CH3:3])[C:28]2[N:29]([C:35]3[CH:40]=[CH:39][CH:38]=[CH:37][C:36]=3[N+:41]([O-:43])=[O:42])[CH:30]=[CH:31][N:32]=2)[CH:18]=1 |f:2.3.4|. Procedure details: tert-Butyl-1-(1H-imidazol-2-yl)-2-(7-methyl-2-[{2-[trimethylsilyl]ethoxy}methyl]-2H-indazol-5-yl)ethylcarbamate (25 mg, 0.53 mmol), 1-fluoro-2-nitrobenzene (14 mg, 0.13 mmol), and potassium carbonate (18.2 mg, 0.13 mmol) were combined in acetonitrile (1.0 mL) and heated via microwave at 125° C. for 30 h. The reaction was concentrated, dissolved in methylene chloride, and washed with water (2×), brine (2×), dried over sodium sulfate, and concentrated. Purification by column chromatography afforde...